Dataset: the Open Reaction Database (ORD), a public repository of structured organic reaction records. Task: describe an organic reaction: reactants, conditions, products, and yield Reactants: C(C)(C)(C)C=1N=C(C2=C(N1)N(N=N2)CC)N2CC(CC2)(F)F (5-tert-Butyl-7-(3,3-difluoro-pyrrolidin-1-yl)-3-ethyl-3H-[1,2,3]triazolo[4,5-d]pyrimidine), C(C)(C)(C)C=1N=C(C2=C(N1)NN=N2)N2CC(C(C2)(F)F)(F)F (5-tert-Butyl-7-(3,3,4,4-tetrafluoro-pyrrolidin-1-yl)-3H-[1,2,3]triazolo[4,5-d]pyrimidine), ClCC=1OC(=NN1)C (2-(chloromethyl)-5-methyl-1,3,4-oxadiazole). The product is C(C)(C)(C)C=1N=C(C2=C(N1)N(N=N2)CC=2OC(=NN2)C)N2CC(C(C2)(F)F)(F)F (5-tert-Butyl-3-(5-methyl-[1,3,4]oxadiazol-2-ylmethyl)-7-(3,3,4,4-tetrafluoro-pyrrolidin-1-yl)-3H-[1,2,3]triazolo[4,5-d]pyrimidine). RXN SMILES: C(C1N=C(N2CCC(F)(F)C2)C2N=NN(CC)C=2N=1)(C)(C)C.[C:23]([C:27]1[N:28]=[C:29]([N:36]2[CH2:40][C:39]([F:42])([F:41])[C:38]([F:44])([F:43])[CH2:37]2)[C:30]2[N:35]=[N:34][NH:33][C:31]=2[N:32]=1)([CH3:26])([CH3:25])[CH3:24].Cl[CH2:46][C:47]1[O:48][C:49]([CH3:52])=[N:50][N:51]=1>>[C:23]([C:27]1[N:28]=[C:29]([N:36]2[CH2:40][C:39]([F:41])([F:42])[C:38]([F:43])([F:44])[CH2:37]2)[C:30]2[N:35]=[N:34][N:33]([CH2:46][C:47]3[O:48][C:49]([CH3:52])=[N:50][N:51]=3)[C:31]=2[N:32]=1)([CH3:26])([CH3:24])[CH3:25]. Procedure: In analogy to the procedure described for the synthesis of 5-tert-butyl-7-(3,3-difluoropyrrolidin-1-yl)-3-ethyl-3H-[1,2,3]triazolo[4,5-d]pyrimidine (example 61), the title compound was prepared from 5-tert-Butyl-7-(3,3,4,4-tetrafluoro-pyrrolidin-1-yl)-3H-[1,2,3]triazolo[4,5-d]pyrimidine and 2-(chloromethyl)-5-methyl-1,3,4-oxadiazole and isolated as light-yellow gum. MS (m/e): 415.3 (MH+).